Dataset: the Open Reaction Database (ORD), a public repository of structured organic reaction records. Task: describe an organic reaction: reactants, conditions, products, and yield Starting materials: CC(=O)c1cc2c(Br)csc2cn1, CCOc1c(B(O)O)cc(C(C)C)cc1C(C)C, Cc1ccccc1, [Na+], [Na+], O=C([O-])[O-], c1ccc(P(c2ccccc2)(c2ccccc2)[Pd](P(c2ccccc2)(c2ccccc2)c2ccccc2)(P(c2ccccc2)(c2ccccc2)c2ccccc2)P(c2ccccc2)(c2ccccc2)c2ccccc2)cc1. Product: CCOc1c(-c2csc3cnc(C(C)=O)cc23)cc(C(C)C)cc1C(C)C. As a reaction SMILES: [Br:19][c:20]1[cH:21][s:22][c:23]2[cH:24][n:25][c:26]([C:29]([CH3:30])=[O:31])[cH:27][c:28]12.[CH2:1]([CH3:2])[O:3][c:4]1[c:5]([B:16]([OH:17])[OH:18])[cH:6][c:7]([CH:13]([CH3:14])[CH3:15])[cH:8][c:9]1[CH:10]([CH3:11])[CH3:12].[CH3:38][c:39]1[cH:40][cH:41][cH:42][cH:43][cH:44]1.[Na+:32].[Na+:33].[O-:34][C:35](=[O:36])[O-:37].[cH:45]1[cH:46][cH:47][c:48]([P:49]([Pd:50]([P:51]([c:52]2[cH:53][cH:54][cH:55][cH:56][cH:57]2)([c:58]2[cH:59][cH:60][cH:61][cH:62][cH:63]2)[c:64]2[cH:65][cH:66][cH:67][cH:68][cH:69]2)([P:70]([c:71]2[cH:72][cH:73][cH:74][cH:75][cH:76]2)([c:77]2[cH:78][cH:79][cH:80][cH:81][cH:82]2)[c:83]2[cH:84][cH:85][cH:86][cH:87][cH:88]2)[P:89]([c:90]2[cH:91][cH:92][cH:93][cH:94][cH:95]2)([c:96]2[cH:97][cH:98][cH:99][cH:100][cH:101]2)[c:102]2[cH:103][cH:104][cH:105][cH:106][cH:107]2)([c:108]2[cH:109][cH:110][cH:111][cH:112][cH:113]2)[c:114]2[cH:115][cH:116][cH:117][cH:118][cH:119]2)[cH:120][cH:121]1>>[CH2:1]([CH3:2])[O:3][c:4]1[c:5](-[c:20]2[cH:21][s:22][c:23]3[cH:24][n:25][c:26]([C:29]([CH3:30])=[O:31])[cH:27][c:28]23)[cH:6][c:7]([CH:13]([CH3:14])[CH3:15])[cH:8][c:9]1[CH:10]([CH3:11])[CH3:12]. Reactants: CC1=NNC2=CC=C(C=C12)\C=C(/C#N)\C(C)=O ((2E)-2-[(3-Methyl-1H-indazol-5-yl)methylidene]-3-oxobutanenitrile), OC1=CC(N(C1)C(=O)OC(C)(C)C)=O (tert-butyl 4-hydroxy-2-oxo-2,5-dihydro-1H-pyrrole-1-carboxylate), C(C)(=O)[O-].[NH4+] (ammonium acetate). The solvent is C(C)(=O)O (acetic acid). Yields the product CC1=C(C(C2=C(N1)CNC2=O)C=2C=C1C(=NNC1=CC2)C)C#N (2-Methyl-4-(3-methyl-1H-indazol-5-yl)-5-oxo-4,5,6,7-tetrahydro-1H-pyrrolo[3,4-b]pyridine-3-carbonitrile). As a reaction SMILES: [CH3:1][C:2]1[C:10]2[C:5](=[CH:6][CH:7]=[C:8](/[CH:11]=[C:12](/[C:15](=O)[CH3:16])\[C:13]#[N:14])[CH:9]=2)[NH:4][N:3]=1.O[C:19]1[CH2:23][N:22](C(OC(C)(C)C)=O)[C:21](=[O:31])[CH:20]=1.C([O-])(=O)C.[NH4+:36]>C(O)(=O)C>[CH3:16][C:15]1[NH:36][C:19]2[CH2:23][NH:22][C:21](=[O:31])[C:20]=2[CH:11]([C:8]2[CH:9]=[C:10]3[C:5](=[CH:6][CH:7]=2)[NH:4][N:3]=[C:2]3[CH3:1])[C:12]=1[C:13]#[N:14] |f:2.3|. Procedure details: A solution of 200 mg (0.888 mmol) (2E)-2-[(3-methyl-1H-indazol-5-yl)methylidene]-3-oxobutanenitrile (Example 2A), 353 mg (0.888 mmol, approx. 50% purity) tert-butyl 4-hydroxy-2-oxo-2,5-dihydro-1H-pyrrole-1-carboxylate [W.-R. Li et al., J. Org. Chem. 2002, 67, 4702-4706] and 102 mg (1.332 mmol) ammonium acetate in acetic acid (4 ml) was stirred at 100° C. for 45 min. The reaction mixture was concentrated under reduced pressure, and the residue was purified first by flash chromatography (silica ge... Reactants: compound ( 10 ), Cl.FC(C1=C(C(C2=CC=C(C=C2)SC)OC2CNC2)C=CC=C1)(F)F (3-[2-trifluoromethyl-4′-(methylthio)benzhydryloxy]azetidine hydrochloride), C(C)(C)(C)N=C=O (tert-butyl isocyanate), C([O-])([O-])=O (carbonate). The product is FC(C1=C(C(C2=CC=C(C=C2)SC)OC2CN(C2)C(=O)NC(C)(C)C)C=CC=C1)(F)F (3-[2-(trifluoromethyl)-4′-(methylthio)benzhydryloxy]-N-(tert-butyl)-azetidine-1-carboxamide). Reaction SMILES: Cl.[F:2][C:3]([F:25])([F:24])[C:4]1[CH:23]=[CH:22][CH:21]=[CH:20][C:5]=1[CH:6]([O:15][CH:16]1[CH2:19][NH:18][CH2:17]1)[C:7]1[CH:12]=[CH:11][C:10]([S:13][CH3:14])=[CH:9][CH:8]=1.[C:26]([N:30]=[C:31]=[O:32])([CH3:29])([CH3:28])[CH3:27].C(=O)([O-])[O-]>>[F:25][C:3]([F:2])([F:24])[C:4]1[CH:23]=[CH:22][CH:21]=[CH:20][C:5]=1[CH:6]([O:15][CH:16]1[CH2:19][N:18]([C:31]([NH:30][C:26]([CH3:29])([CH3:28])[CH3:27])=[O:32])[CH2:17]1)[C:7]1[CH:12]=[CH:11][C:10]([S:13][CH3:14])=[CH:9][CH:8]=1 |f:0.1|. Procedure details: This material was prepared from 3-[2-trifluoromethyl-4′-(methylthio)benzhydryloxy]azetidine hydrochloride (118) (1.28 mmol), tert-butyl isocyanate (1.28 mmol) and mp-carbonate (2.62 mmol/g, 3.85 mmol) using the procedure described for compound (10) (433 mg, 75%). The solvent is hydrocarbon, CCCCCCC (heptane), C1(=CC=CC=C1)C (toluene), petroleum ether, C(C)(=O)O (acetic acid). The reactants are COC=1C=CC(=CC1)C=O (anisaldehyde), C1-C4-alkyl acetates, C(C)(=O)OC (methyl acetate), C1-C4-alkanols, alkali metal salts, S(O)(O)(=O)=O (sulfuric acid), C1-C4-alkyl-C1-C4-alkoxy cinnamates, C1-C4-alkoxybenzaldehydes, C1-C4-alkoxy cinnamic acid, C[O-].[Na+] (sodium methoxide). Procedure: U.S. Pat. No. 5,527,947 describes a process in which C1-C4-alkoxybenzaldehydes, such as anisaldehyde, and C1-C4-alkyl acetates, such as methyl acetate, are dissolved in an inert hydrocarbon, such as heptane, toluene or petroleum ether. In the presence of a strongly alkaline metal base, such as sodium methoxide, the feed substances react to give a mixture of the corresponding C1-C4-alkyl-C1-C4-alkoxy cinnamates, the alkali metal salts of the corresponding C1-C4-alkoxy cinnamic acid and the C1-C4-... Yields the product C5-C14-alkyl-C1-C4-alkoxycinnamate, C(C)C(COC(C=CC1=CC=C(C=C1)OC)=O)CCCC (2-ethylhexyl-4-methoxycinnamate). Yield: 83.0%. RXN SMILES: [CH3:1][O:2][C:3]1[CH:4]=[CH:5][C:6]([CH:9]=O)=[CH:7][CH:8]=1.[C:11]([O:14][CH3:15])(=[O:13])[CH3:12].C[O-].[Na+].S(=O)(=O)(O)O>CCCCCCC.C1(C)C=CC=CC=1.C(O)(=O)C>[CH2:4]([CH:3]([CH2:8][CH2:7][CH2:6][CH3:9])[CH2:15][O:14][C:11](=[O:13])[CH:12]=[CH:9][C:6]1[CH:7]=[CH:8][C:3]([O:2][CH3:1])=[CH:4][CH:5]=1)[CH3:5] |f:2.3|. Reactants: CCCC(Br)C(=O)OCC, [H-], [Na+], CN(C)C=O, O, NC(=O)c1c[nH]cn1. Product: CCCC(C(=O)OCC)n1cnc(C(N)=O)c1. As a reaction SMILES: [Br:11][CH:12]([C:13](=[O:14])[O:15][CH2:16][CH3:17])[CH2:18][CH2:19][CH3:20].[H-:2].[Na+:1].[O:22]=[CH:23][N:24]([CH3:25])[CH3:26].[OH2:21].[nH:3]1[cH:4][n:5][c:6]([C:8](=[O:9])[NH2:10])[cH:7]1>>[n:3]1([CH:12]([C:13](=[O:14])[O:15][CH2:16][CH3:17])[CH2:18][CH2:19][CH3:20])[cH:4][n:5][c:6]([C:8](=[O:9])[NH2:10])[cH:7]1. Solvent: CN(C)C=O (DMF). Reactants: C(C)(=O)SCC1SC2(SC1)CC(CC2)CC(=O)OCC (ethyl 2-[(acetylthio)methyl]-1,4-dithiaspiro[4.4]nonane-7-acetate), ClCC1SC2(SC1)CC(CCC2)CC(=O)OCC (ethyl 2-(chloromethyl)-1,4-dithiaspiro[4.5]decane-7-acetate), C(C)(=S)[O-].[K+] (potassium thioacetate). As a reaction SMILES: [C:1]([S:4][CH2:5][CH:6]1[CH2:10][S:9][C:8]2([CH2:14][CH2:13][CH:12]([CH2:15][C:16]([O:18][CH2:19][CH3:20])=[O:17])[CH2:11]2)[S:7]1)(=[O:3])[CH3:2].Cl[CH2:22]C1CSC2(CCCC(CC(OCC)=O)C2)S1.C([O-])(=S)C.[K+]>CN(C=O)C>[C:1]([S:4][CH2:5][CH:6]1[CH2:10][S:9][C:8]2([CH2:14][CH2:13][CH2:22][CH:12]([CH2:15][C:16]([O:18][CH2:19][CH3:20])=[O:17])[CH2:11]2)[S:7]1)(=[O:3])[CH3:2] |f:2.3|. Procedure: The titled compound was synthesized according to the procedure used for the synthesis of the thioacetate of Example F using the chloride of Example H derived from the less polar pair of racemates (0.62 g, 0.002 mole) and potassium thioacetate (917 mg) in DMF (15 ml). The crude product was chromatographed on silica gel using 10% ethyl acetate/hexane to give 0.57 g of the titled product (Product A.) The product is C(C)(=O)SCC1SC2(SC1)CC(CCC2)CC(=O)OCC (ethyl 2-[(acetylthio)methyl]-1,4-dithiaspiro[4.5]decane-7-acetate). Starting materials: C1(=CC=CC=C1)OC(=O)N[C@@H](CC(C)C)C(=O)OCC1=CC=CC=C1 (PhOCO-Leu-OBzl), C(C)(C)NC(C)C (diisopropylamine), TEA. Solvent: C(Cl)(Cl)Cl (chloroform), C(C)(=O)OCC (ethyl acetate). Conditions: temperature 55 celsius, time 17 hour. Product: N([C@@](CC(C)C)(C(=O)OCC1=CC=CC=C1)N=C=O)C(C)C (iPr2NCO-Leu-OBzl). As a reaction SMILES: C1(O[C:8]([NH:10][C@H:11]([C:16]([O:18][CH2:19][C:20]2[CH:25]=[CH:24][CH:23]=[CH:22][CH:21]=2)=[O:17])[CH2:12][CH:13]([CH3:15])[CH3:14])=[O:9])C=CC=CC=1.[CH:26]([NH:29]C(C)C)([CH3:28])[CH3:27]>C(Cl)(Cl)Cl.C(OCC)(=O)C>[NH:29]([CH:26]([CH3:28])[CH3:27])[C@:11]([N:10]=[C:8]=[O:9])([C:16]([O:18][CH2:19][C:20]1[CH:21]=[CH:22][CH:23]=[CH:24][CH:25]=1)=[O:17])[CH2:12][CH:13]([CH3:14])[CH3:15]. Procedure details: To a solution of PhOCO-Leu-OBzl (70 mg, prepared in (1)) in chloroform (2 ml) were added diisopropylamine (575 μl) and TEA (286 μl) at room temperature under argon atmosphere. The mixture was stirred at 55° C. for 17 h and cooled to room temperature. The mixture was diluted with ethyl acetate, washed with 1N-hydrochloric acid, sat. aq. NaHCO3 and brine successively, dried over MgSO4 and evaporated in vacuo. The residue was purified by preparative TLC (Merck, Kieselgel 60 F254) with ethyl acetate... Starting materials: CCC1(CC)Cc2c(C(=O)O)ccc(OC)c2O1, Cc1ccccc1, O=S(Cl)Cl. The product is CCC1(CC)Cc2c(C(=O)Cl)ccc(OC)c2O1. Reaction SMILES: [CH2:1]([CH3:2])[C:3]1([CH2:17][CH3:18])[O:4][c:5]2[c:6]([c:8]([C:14](=[O:15])[OH:16])[cH:9][cH:10][c:11]2[O:12][CH3:13])[CH2:7]1.[CH3:23][c:24]1[cH:25][cH:26][cH:27][cH:28][cH:29]1.[S:19]([Cl:20])([Cl:21])=[O:22]>>[CH2:1]([CH3:2])[C:3]1([CH2:17][CH3:18])[O:4][c:5]2[c:6]([c:8]([C:14](=[O:15])[Cl:21])[cH:9][cH:10][c:11]2[O:12][CH3:13])[CH2:7]1. Starting materials: Cl (hydrogen chloride), C([O-])(O)=O.[Na+] (sodium bicarbonate), Cl.NC(CC1=NC=C(C=C1)O)C (2-(2-aminopropyl)-5-pyridinol hydrochloride), C(CCCCC)=O (n-hexanal), C(#N)[BH3-].[Na+] (sodium cyanoborohydride). Solvent: CO (methanol). Run at time 3 day. Yields the product C(CCCCC)NC(CC1=NC=C(C=C1)O)C (2-(2-n-hexylaminopropyl)-5-pyridinol). Reaction SMILES: Cl.[NH2:2][CH:3]([CH3:12])[CH2:4][C:5]1[CH:10]=[CH:9][C:8]([OH:11])=[CH:7][N:6]=1.[CH:13](=O)[CH2:14][CH2:15][CH2:16][CH2:17][CH3:18].C([BH3-])#N.[Na+].Cl.C(=O)(O)[O-].[Na+]>CO>[CH2:13]([NH:2][CH:3]([CH3:12])[CH2:4][C:5]1[CH:10]=[CH:9][C:8]([OH:11])=[CH:7][N:6]=1)[CH2:14][CH2:15][CH2:16][CH2:17][CH3:18] |f:0.1,3.4,6.7|. Procedure details: To the solution of 1.62 g of 2-(2-aminopropyl)-5-pyridinol hydrochloride in 50 ml of methanol, 0.83 g of n-hexanal are added, followed by 1.75 g of sodium cyanoborohydride, and the mixture is stirred at room temperature for 3 days. The pH thereof is first adjusted to 1 by the addition of 5 N ethereal hydrogen chloride, and then to 8 by the addition of solid sodium bicarbonate. The mixture is filtered, evaported and the residue triturated with isopropanol, to yield the oily 2-(2-n-hexylaminopropy...